This data is from the Open Reaction Database (ORD), a public repository of structured organic reaction records. The task is: describe an organic reaction: reactants, conditions, products, and yield Starting materials: CCCC[N+](CCCC)(CCCC)CCCC, Cc1ccccc1, CC#N, OCCCl, [Na+], [OH-], O, O=C(c1ccccc1O)c1cccc2[nH]ccc12, Cc1ccc(S(=O)(=O)O)cc1, O=S(=O)([O-])O. Product: O=C(c1ccccc1OCCCl)c1cccc2[nH]ccc12. RXN SMILES: [CH2:48]([N+:49]([CH2:50][CH2:51][CH2:52][CH3:53])([CH2:54][CH2:55][CH2:56][CH3:57])[CH2:58][CH2:59][CH2:60][CH3:61])[CH2:62][CH2:63][CH3:64].[CH3:19][c:20]1[cH:21][cH:22][cH:23][cH:24][cH:25]1.[CH3:66][C:67]#[N:68].[Cl:37][CH2:38][CH2:39][OH:40].[Na+:42].[OH-:41].[OH2:65].[OH:1][c:2]1[c:3]([C:8](=[O:9])[c:10]2[c:11]3[cH:12][cH:13][nH:14][c:15]3[cH:16][cH:17][cH:18]2)[cH:4][cH:5][cH:6][cH:7]1.[OH:26][S:27]([c:28]1[cH:29][cH:30][c:31]([CH3:32])[cH:33][cH:34]1)(=[O:35])=[O:36].[S:43]([O-:44])([OH:45])(=[O:46])=[O:47]>>[O:1]([c:2]1[c:3]([C:8](=[O:9])[c:10]2[c:11]3[cH:12][cH:13][nH:14][c:15]3[cH:16][cH:17][cH:18]2)[cH:4][cH:5][cH:6][cH:7]1)[CH2:39][CH2:38][Cl:37].